This data is from the Open Reaction Database (ORD), a public repository of structured organic reaction records. The task is: describe an organic reaction: reactants, conditions, products, and yield Reactants: COC(=O)Cc1nc(Cl)c(F)cc1C#N, Cl, C1COCCO1. Yields the product N#Cc1cc(F)c(Cl)nc1CC(=O)O. As a reaction SMILES: [CH3:1][O:2][C:3]([CH2:4][c:5]1[n:6][c:7]([Cl:14])[c:8]([F:13])[cH:9][c:10]1[C:11]#[N:12])=[O:15].[ClH:16].[O:17]1[CH2:18][CH2:19][O:20][CH2:21][CH2:22]1>>[O:2]=[C:3]([CH2:4][c:5]1[n:6][c:7]([Cl:14])[c:8]([F:13])[cH:9][c:10]1[C:11]#[N:12])[OH:15]. The reactants are Cl[SiH]1N(C=CN1C(C)(C)C)C(C)(C)C (2-chloro-1,3-di-tert-butyl-1,3-diaza-2-silacyclopent-4-ene), CCCCCC (hexane), (prop-2-en-1-yl)magnesium bromide diethyl ether. Run at time 18 hour. Yields the product C(C)(C)(C)N1[SiH](N(C=C1)C(C)(C)C)CC=C (1,3-di-tert-butyl-2-(prop-2-en-1-yl)-1,3-diaza-2-silacyclopent-4-ene). Isolated yield 85.0%. Reaction SMILES: Cl[SiH:2]1[N:6]([C:7]([CH3:10])([CH3:9])[CH3:8])[CH:5]=[CH:4][N:3]1[C:11]([CH3:14])([CH3:13])[CH3:12].[CH3:15][CH2:16][CH2:17]CCC>>[C:11]([N:3]1[CH:4]=[CH:5][N:6]([C:7]([CH3:10])([CH3:9])[CH3:8])[SiH:2]1[CH2:17][CH:16]=[CH2:15])([CH3:14])([CH3:13])[CH3:12]. Procedure: In an argon atmosphere, 8.39 g (36.0 mmol) of Si(tBuNCHCHNtBu)(H)Cl was dissolved in 17 mL of hexane and after adding a (prop-2-en-1-yl)magnesium bromide diethyl ether solution (0.99 mol/L, 38.0 mL, 37.6 mmol), the resulting solution was stirred at room temperature for 18 hours. Insoluble matters produced were separated by filtration, and the solvent was removed by distillation from the filtrate under atmospheric pressure. The obtained residue was distilled under reduced pressure (distillation t...